From a dataset of the Open Reaction Database (ORD), a public repository of structured organic reaction records. describe an organic reaction: reactants, conditions, products, and yield Reactants: CO (methanol), [OH-].[K+] (potassium hydroxide), CC1=CC2=C(C=C1)NC3=CC4=C(C=C3C2=O)NC5=C(C4=O)C=C(C=C5)C (pigment), C=CC1=CC=CC=C1.C(C=C)(=O)O (styrene acrylic acid), CC1=CC2=C(C=C1)NC3=CC4=C(C=C3C2=O)NC5=C(C4=O)C=C(C=C5)C (pigment), resultant solution. Solvent: C1=CC=C2C(=C1)C(=O)C3=CC4=C(C=C3N2)C(=O)C5=CC=CC=C5N4 (quinacridone), CS(=O)C (dimethyl sulfoxide), C1=CC=C2C(=C1)C(=O)C3=CC4=C(C=C3N2)C(=O)C5=CC=CC=C5N4 (quinacridone), O (water), O (water). Procedure: Ten parts of a styrene/acrylic acid copolymer (acid value: 250; molecular weight: 5,000) as a dispersing agent were dissolved in 80 parts of dimethyl sulfoxide, and 10 parts of a quinacridone pigment (C.I. Pigment Red 122) were suspended in the resultant solution in a flask at 25° C. under an air atmosphere. A 30% methanol solution of potassium hydroxide was then added dropwise little by little to dissolve the quinacridone pigment. After the pigment solution was stirred for 3 hours, it was quick... Run at temperature 0 celsius. Yields the product C1=CC=C2C(=C1)C(=O)C3=CC4=C(C=C3N2)C(=O)C5=CC=CC=C5N4.CC1=CC2=C(C=C1)NC3=CC4=C(C=C3C2=O)NC5=C(C4=O)C=C(C=C5)C (quinacridone pigment). RXN SMILES: C=CC1C=CC=CC=1.C(O)(=O)C=C.CO.[OH-].[K+].[CH3:18][C:19]1[CH:24]=[CH:23][C:22]2[NH:25][C:26]3[C:31]([C:32](=[O:33])[C:21]=2[CH:20]=1)=[CH:30][C:29]1[NH:34][C:35]2[CH:42]=[CH:41][C:40]([CH3:43])=[CH:39][C:36]=2[C:37](=[O:38])[C:28]=1[CH:27]=3>CS(C)=O.C1C=C2C(C3C(NC2=CC=1)=CC1C(C2C(NC=1C=3)=CC=CC=2)=O)=O.O>[CH:40]1[CH:39]=[C:36]2[C:37]([C:28]3[C:29]([NH:34][C:35]2=[CH:42][CH:41]=1)=[CH:30][C:31]1[C:32]([C:21]2[C:22]([NH:25][C:26]=1[CH:27]=3)=[CH:23][CH:24]=[CH:19][CH:20]=2)=[O:33])=[O:38].[CH3:18][C:19]1[CH:24]=[CH:23][C:22]2[NH:25][C:26]3[C:31]([C:32](=[O:33])[C:21]=2[CH:20]=1)=[CH:30][C:29]1[NH:34][C:35]2[CH:42]=[CH:41][C:40]([CH3:43])=[CH:39][C:36]=2[C:37](=[O:38])[C:28]=1[CH:27]=3 |f:0.1,3.4,9.10|. The reactants are COC1=CC=C(C=C1)C(C(C(=O)OCC)C)O (ethyl β-(p-methoxyphenyl)-β-hydroxy-α-methylpropionate), S(=O)(=O)(O)[O-].[K+] (potassium hydrogen sulfate). Run in C1=CC=CC=C1 (benzene). Product: COC1=CC=C(C=C(C(=O)OCC)C)C=C1 (ethyl p-methoxy-α-methylcinnamate). Reaction SMILES: [CH3:1][O:2][C:3]1[CH:8]=[CH:7][C:6]([CH:9](O)[CH:10]([CH3:16])[C:11]([O:13][CH2:14][CH3:15])=[O:12])=[CH:5][CH:4]=1.S([O-])(O)(=O)=O.[K+]>C1C=CC=CC=1>[CH3:1][O:2][C:3]1[CH:4]=[CH:5][C:6]([CH:9]=[C:10]([CH3:16])[C:11]([O:13][CH2:14][CH3:15])=[O:12])=[CH:7][CH:8]=1 |f:1.2|. Procedure details: A mixture of 71.8 g (0.30 mole) of ethyl β-(p-methoxyphenyl)-β-hydroxy-α-methylpropionate is refluxed with 41.0 g (0.30 mole) of potassium hydrogen sulfate in 718 ml of benzene for 1 hour. The insoluble white crystals formed are filtered off, washed with benzene and the solvent of the filtrate is removed on evaporation. This is dissolved in 700 ml of ether. The ether solution is washed with 4 × 100 ml of cold water until neutral followed by 80 ml of saturated sodium chloride solution, then it is...